describe an organic reaction: reactants, conditions, products, and yield From a dataset of the Open Reaction Database (ORD), a public repository of structured organic reaction records. Starting materials: CCN(C(C)C)C(C)C, CN(C)C=O, COc1cc(C(=O)O)ccc1Nc1ncc2c(n1)N(C1CCCC1)CC(F)(F)C(=O)N2C, Cl, NC1CCN(CC(F)(F)F)CC1, O. Yields the product COc1cc(C(=O)NC2CCN(CC(F)(F)F)CC2)ccc1Nc1ncc2c(n1)N(C1CCCC1)CC(F)(F)C(=O)N2C. As a reaction SMILES: [CH2:33]([N:34]([CH:35]([CH3:36])[CH3:37])[CH:38]([CH3:39])[CH3:40])[CH3:41].[CH3:55][N:56]([CH3:57])[CH:58]=[O:59].[CH:1]1([N:6]2[c:7]3[c:8]([cH:17][n:18][c:19]([NH:21][c:22]4[c:23]([O:31][CH3:32])[cH:24][c:25]([C:26](=[O:27])[OH:28])[cH:29][cH:30]4)[n:20]3)[N:9]([CH3:16])[C:10](=[O:15])[C:11]([F:13])([F:14])[CH2:12]2)[CH2:2][CH2:3][CH2:4][CH2:5]1.[ClH:54].[F:42][C:43]([CH2:44][N:45]1[CH2:46][CH2:47][CH:48]([NH2:51])[CH2:49][CH2:50]1)([F:52])[F:53].[OH2:60]>>[CH:1]1([N:6]2[c:7]3[c:8]([cH:17][n:18][c:19]([NH:21][c:22]4[c:23]([O:31][CH3:32])[cH:24][c:25]([C:26](=[O:27])[NH:51][CH:48]5[CH2:47][CH2:46][N:45]([CH2:44][C:43]([F:42])([F:52])[F:53])[CH2:50][CH2:49]5)[cH:29][cH:30]4)[n:20]3)[N:9]([CH3:16])[C:10](=[O:15])[C:11]([F:13])([F:14])[CH2:12]2)[CH2:2][CH2:3][CH2:4][CH2:5]1. Reactants: Br, CCNC(CCC(=O)[O-])C(=O)[O-], CCOC(=O)C(N)CCC(=O)[O-], NC(CCC(=O)[O-])C(=O)OCc1ccccc1, NC(CCC(=O)O)C(=O)O. Product: CCOC(=O)C(N)CCC(=O)[O-], NC(CCC(=O)O)C(=O)O. RXN SMILES: [BrH:1].[CH2:41]([NH:42][CH:43]([C:44]([O-:45])=[O:46])[CH2:47][CH2:48][C:49]([O-:50])=[O:51])[CH3:52].[NH2:19][CH:20]([CH2:21][CH2:22][C:23](=[O:24])[O-:25])[C:26](=[O:27])[O:28][CH2:29][CH3:30].[NH2:2][CH:3]([CH2:4][CH2:5][C:6](=[O:7])[O-:8])[C:9](=[O:10])[O:11][CH2:12][c:13]1[cH:14][cH:15][cH:16][cH:17][cH:18]1.[NH2:31][CH:32]([C:33](=[O:34])[OH:35])[CH2:36][CH2:37][C:38](=[O:39])[OH:40]>>[NH2:19][CH:20]([CH2:21][CH2:22][C:23](=[O:24])[O-:25])[C:26](=[O:27])[O:28][CH2:29][CH3:30].[NH2:2][CH:3]([CH2:4][CH2:5][C:6](=[O:7])[OH:8])[C:9](=[O:10])[OH:11]. The reactants are CN(C=CC(=O)C1=NC=C(C=C1)C)C (3-dimethylamino-1-(5-methyl-2-pyridyl)-2-propen-1-one), NC1=NNC=C1C#N (3-aminopyrazole-4-carbonitrile). The solvent is C(C)(=O)O (acetic acid). Product: CC=1C=CC(=NC1)C1=CC=NC=2N1N=CC2C#N (7-(5-Methyl-2-pyridyl)pyrazolo[1,5-a]pyrimidine-3-carbonitrile). As a reaction SMILES: C[N:2]([CH3:14])[CH:3]=[CH:4][C:5]([C:7]1[CH:12]=[CH:11][C:10]([CH3:13])=[CH:9][N:8]=1)=O.N[C:16]1[C:20]([C:21]#[N:22])=C[NH:18][N:17]=1>C(O)(=O)C>[CH3:13][C:10]1[CH:11]=[CH:12][C:7]([C:5]2[N:18]3[N:17]=[CH:16][C:20]([C:21]#[N:22])=[C:14]3[N:2]=[CH:3][CH:4]=2)=[N:8][CH:9]=1. Reported procedure: A miture of 0.01 mole of 3-dimethylamino-1-(5-methyl-2-pyridyl)-2-propen-1-one and 0.01 mole of 3-aminopyrazole-4-carbonitrile in glacial acetic acid is refluxed for 8 hours and worked up as for Example 53 to give the product of the example. The yield is 83.0%. As a reaction SMILES: Br[C:2]1[CH2:7][CH2:6][CH2:5][C:4](=[O:8])[CH:3]=1.[NH:9]1[C:17]2[C:12](=[CH:13][C:14](B3OC(C)(C)C(C)(C)O3)=[CH:15][CH:16]=2)[CH:11]=[CH:10]1>>[NH:9]1[C:17]2[C:12](=[CH:13][C:14]([C:2]3[CH2:7][CH2:6][CH2:5][C:4](=[O:8])[CH:3]=3)=[CH:15][CH:16]=2)[CH:11]=[CH:10]1. Product: N1C=CC2=CC(=CC=C12)C1=CC(CCC1)=O (3-(1H-Indol-5-yl)-cyclohex-2-enone). Procedure details: Synthesized from 3-bromocyclohex-2-enone and indole-5-boronic acid pinacol ester according to the general procedure described for the Suzuki coupling. Purification by automated flash chromatography using gradient elution yielded the product (151 mg, 83%) as a pale yellow solid. 1H NMR (300 MHz, CDCl3): δ 8.68 (bs, 1H), 7.86 (d, J=0.3 Hz, 1H), 7.37-7.44 (m, 2H), 7.25 (dd, J=3.3, 2.5 Hz, 1H), 6.59 (t, J=2.5 Hz, 1H), 6.51 (t, J=1.1 Hz, 1H), 2.88 (td, J=6.3, 1.4 Hz, 2H), 2.51 (t, J=6.3 Hz, 2H), 2.18... The reactants are BrC1=CC(CCC1)=O (3-bromocyclohex-2-enone), N1C=CC2=CC(=CC=C12)B1OC(C)(C)C(C)(C)O1 (indole-5-boronic acid pinacol ester). The reactants are CCCC(=O)Cl, CN(C)c1ccncc1, CCc1cn(C2CC(O)C(CNC(=O)Cc3c(Cl)cccc3Cl)O2)c(=O)[nH]c1=O, c1ccncc1. The product is CCCC(=O)OC1CC(n2cc(CC)c(=O)[nH]c2=O)OC1CNC(=O)Cc1c(Cl)cccc1Cl. Reaction SMILES: [C:30]([CH2:31][CH2:32][CH3:33])(=[O:34])[Cl:35].[CH3:36][N:37]([CH3:38])[c:39]1[cH:40][cH:41][n:42][cH:43][cH:44]1.[Cl:1][c:2]1[c:3]([CH2:9][C:10](=[O:11])[NH:12][CH2:13][CH:14]2[CH:15]([OH:29])[CH2:16][CH:17]([n:19]3[c:20](=[O:21])[nH:22][c:23](=[O:24])[c:25]([CH2:27][CH3:28])[cH:26]3)[O:18]2)[c:4]([Cl:8])[cH:5][cH:6][cH:7]1.[cH:45]1[cH:46][cH:47][n:48][cH:49][cH:50]1>>[Cl:1][c:2]1[c:3]([CH2:9][C:10](=[O:11])[NH:12][CH2:13][CH:14]2[CH:15]([O:29][C:30]([CH2:31][CH2:32][CH3:33])=[O:34])[CH2:16][CH:17]([n:19]3[c:20](=[O:21])[nH:22][c:23](=[O:24])[c:25]([CH2:27][CH3:28])[cH:26]3)[O:18]2)[c:4]([Cl:8])[cH:5][cH:6][cH:7]1. Reaction SMILES: [OH:1][C:2]1[C:3]([CH2:15][CH2:16][CH2:17][CH2:18][O:19][C:20]2[CH:25]=[CH:24][C:23]([C:26]([CH2:29][CH3:30])([CH3:28])[CH3:27])=[CH:22][C:21]=2[C:31]([CH2:34][CH3:35])([CH3:33])[CH3:32])=[C:4]([C:12]([NH2:14])=[O:13])[C:5]2[C:10]([CH:11]=1)=[CH:9][CH:8]=[CH:7][CH:6]=2.[OH-].[Na+].[CH3:38][O:39][C:40]1[CH:45]=[CH:44][C:43]([NH2:46])=[CH:42][CH:41]=1.[N:47]([O-])=O.[Na+]>O1CCCC1.CO.O>[OH:1][C:2]1[C:3]([CH2:15][CH2:16][CH2:17][CH2:18][O:19][C:20]2[CH:25]=[CH:24][C:23]([C:26]([CH2:29][CH3:30])([CH3:27])[CH3:28])=[CH:22][C:21]=2[C:31]([CH2:34][CH3:35])([CH3:33])[CH3:32])=[C:4]([C:12]([NH2:14])=[O:13])[C:5]2[C:10]([C:11]=1[N:47]=[N:46][C:43]1[CH:44]=[CH:45][C:40]([O:39][CH3:38])=[CH:41][CH:42]=1)=[CH:9][CH:8]=[CH:7][CH:6]=2 |f:1.2,4.5|. Procedure details: To 20 g (0.042 mole) of 3-hydroxy-2-[4-(2,4-di-t-pentylphenoxy)-n-butyl]naphthamide in 200 ml tetrahydrofuran was added a solution of 8 g sodium hydroxide in 200 ml methanol. The mixture was cooled to 0° C. and treated with a diazonium solution prepared from a solution of 5.2 g (0.042 mole) p-anisidine in 40 ml water containing 10 ml conc. hydrochloric acid and a solution of 2.9 g (0.042 mole) sodium nitrite in 30 ml water. Then 400 ml water was added, and the mixture was stirred at 0° C. for 2 ... Starting materials: COC1=CC=C(C=C1)N (p-anisidine), OC=1C(=C(C2=CC=CC=C2C1)C(=O)N)CCCCOC1=C(C=C(C=C1)C(C)(C)CC)C(C)(C)CC (3-hydroxy-2-[4-(2,4-di-t-pentylphenoxy)-n-butyl]naphthamide), [OH-].[Na+] (sodium hydroxide), N(=O)[O-].[Na+] (sodium nitrite), diazonium. Solvent: O (water), O1CCCC1 (tetrahydrofuran), CO (methanol), O (water), O (water). Product: OC=1C(=C(C2=CC=CC=C2C1N=NC1=CC=C(C=C1)OC)C(=O)N)CCCCOC1=C(C=C(C=C1)C(C)(C)CC)C(C)(C)CC (3-Hydroxy-4-(p-methoxyphenylazo)-2-[4'-(2,4-di-t-pentylphenoxy)-n-butyl]naphthamide). Run at temperature 0 celsius, time 2 hour.